From a dataset of the Open Reaction Database (ORD), a public repository of structured organic reaction records. describe an organic reaction: reactants, conditions, products, and yield Starting materials: BrC1=C(OC=2C=C(C(=C(C=O)C2)O)C(C)C)C(=CC(=C1C)[N+](=O)[O-])Br (5-(2,6-Dibromo-3-methyl-4-nitrophenoxy)-2-hydroxy-3-isopropylbenzaldehyde), 8D, [O-]S(=O)S(=O)[O-].[Na+].[Na+] (Na2S2O4), C(=O)(O)[O-].[Na+] (NaHCO3), C(=O)(O)[O-].[Na+] (NaHCO3). The solvent is C(C)O (ethanol). Yields the product NC1=C(C(=C(OC=2C=C(C(=C(C=O)C2)O)C(C)C)C(=C1)Br)Br)C (5-(4-amino-2,6-dibromo-3-methylphenoxy)-2-hydroxy-3-isopropylbenzaldehyde). Isolated yield 27.0%. RXN SMILES: [Br:1][C:2]1[C:20]([CH3:21])=[C:19]([N+:22]([O-])=O)[CH:18]=[C:17]([Br:25])[C:3]=1[O:4][C:5]1[CH:6]=[C:7]([CH:14]([CH3:16])[CH3:15])[C:8]([OH:13])=[C:9]([CH:12]=1)[CH:10]=[O:11].[O-]S(S([O-])=O)=O.[Na+].[Na+].C([O-])(O)=O.[Na+]>C(O)C>[NH2:22][C:19]1[CH:18]=[C:17]([Br:25])[C:3]([O:4][C:5]2[CH:6]=[C:7]([CH:14]([CH3:16])[CH3:15])[C:8]([OH:13])=[C:9]([CH:12]=2)[CH:10]=[O:11])=[C:2]([Br:1])[C:20]=1[CH3:21] |f:1.2.3,4.5|. Procedure details: 5-(2,6-Dibromo-3-methyl-4-nitrophenoxy)-2-hydroxy-3-isopropylbenzaldehyde of Part 8D (100 mg, 0.21 mmol), Na2S2O4 (553 mg, 3.2 mmol), NaHCO3 (0.2 mL, saturated aqueous solution) and ethanol (1.8 mL) were mixed in a microwave safe reaction vial. The vial was sealed and irradiated for 5 minutes at 140° C. NaHCO3 (5 mL, saturated aqueous solution) was added to the reaction mixture and the organic phase removed in vacuo. The obtained suspension was extracted with CHCl3 and the two phases were separa...